This data is from the Open Reaction Database (ORD), a public repository of structured organic reaction records. The task is: describe an organic reaction: reactants, conditions, products, and yield Starting materials: N#CC1=CCc2ccccc21, CCO, [H][H]. Product: N#CC1CCc2ccccc21. As a reaction SMILES: [CH2:1]1[CH:2]=[C:3]([C:10]#[N:11])[c:4]2[cH:5][cH:6][cH:7][cH:8][c:9]21.[CH3:14][CH2:15][OH:16].[H:12][H:13]>>[CH2:1]1[CH2:2][CH:3]([C:10]#[N:11])[c:4]2[cH:5][cH:6][cH:7][cH:8][c:9]21.